Dataset: the Open Reaction Database (ORD), a public repository of structured organic reaction records. Task: describe an organic reaction: reactants, conditions, products, and yield Starting materials: C(C)N1C=C(C(C2=CC(=C(C=C12)C1=CC(=NC(=C1)C)C)[N+](=O)[O-])=O)C(=O)O (1-ethyl-1,4-dihydro-6-nitro-7-(2,6-dimethyl-4-pyridinyl)-4-oxo-3-quinolinecarboxylic acid), C(=O)(O)[O-].[Na+] (NaHCO3), S(=O)([O-])S(=O)[O-].[Na+].[Na+] (sodium hydrosulfite), C(=O)(O)[O-].[Na+] (NaHCO3), S(=O)([O-])S(=O)[O-].[Na+].[Na+] (sodium hydrosulfite). Run in CN(C=O)C (dimethylformamide), O (water), O (Water), O (water). Run at time 1 hour. Yields the product NC=1C=C2C(C(=CN(C2=CC1C1=CC(=NC(=C1)C)C)CC)C(=O)O)=O (6-amino-1-ethyl-1,4-dihydro-7-(2,6-dimethyl-4-pyridinyl)-4-oxo-3-quinolinecarboxylic acid). As a reaction SMILES: [CH2:1]([N:3]1[C:12]2[C:7](=[CH:8][C:9]([N+:21]([O-])=O)=[C:10]([C:13]3[CH:18]=[C:17]([CH3:19])[N:16]=[C:15]([CH3:20])[CH:14]=3)[CH:11]=2)[C:6](=[O:24])[C:5]([C:25]([OH:27])=[O:26])=[CH:4]1)[CH3:2].C([O-])(O)=O.[Na+].S(S([O-])=O)([O-])=O.[Na+].[Na+]>CN(C)C=O.O>[NH2:21][C:9]1[CH:8]=[C:7]2[C:12](=[CH:11][C:10]=1[C:13]1[CH:14]=[C:15]([CH3:20])[N:16]=[C:17]([CH3:19])[CH:18]=1)[N:3]([CH2:1][CH3:2])[CH:4]=[C:5]([C:25]([OH:27])=[O:26])[C:6]2=[O:24] |f:1.2,3.4.5|. Reported procedure: A 35 g portion of 1-ethyl-1,4-dihydro-6-nitro-7-(2,6-dimethyl-4-pyridinyl)-4-oxo-3-quinolinecarboxylic acid was suspended in a mixture of 350 ml of hot dimethylformamide, 280 ml of saturated NaHCO3 and 70 ml of water and the suspension was heated on a steam bath with stirring. A mixture of 58 g of sodium hydrosulfite in 100 ml of water was added in portions over a period of 20 minutes, during which time the reaction mixture became a clear solution and then darkened. More saturated NaHCO3 solutio... Starting materials: ClCCl, Cc1cc(N)cc(C)c1S(=O)(=O)C[N+](=O)[O-], Cc1ccc(S(=O)(=O)N=C=O)cc1. Yields the product Cc1ccc(S(=O)(=O)NC(=O)Nc2cc(C)c(S(=O)(=O)C[N+](=O)[O-])c(C)c2)cc1. Reaction SMILES: [CH2:30]([Cl:31])[Cl:32].[CH3:14][c:15]1[cH:16][c:17]([NH2:18])[cH:19][c:20]([CH3:29])[c:21]1[S:22](=[O:23])(=[O:24])[CH2:25][N+:26](=[O:27])[O-:28].[c:1]1([CH3:13])[cH:2][cH:3][c:4]([S:7](=[O:8])(=[O:9])[N:10]=[C:11]=[O:12])[cH:5][cH:6]1>>[c:1]1([CH3:13])[cH:2][cH:3][c:4]([S:7](=[O:8])(=[O:9])[NH:10][C:11](=[O:12])[NH:18][c:17]2[cH:16][c:15]([CH3:14])[c:21]([S:22](=[O:23])(=[O:24])[CH2:25][N+:26](=[O:27])[O-:28])[c:20]([CH3:29])[cH:19]2)[cH:5][cH:6]1. Reactants: FC1=C(C(=O)N)C(=CC=C1)NC=1C2=C(N=C(N1)NC1=C(C=C(C=C1)N1CCN(CC1)C(C)C)OC)N(C=C2)S(=O)(=O)C2=CC=C(C=C2)C (2-fluoro-6-({2-{[4-[4-(1-methylethyl)-1-piperazinyl]-2-(methyloxy)phenyl]amino}-7-[(4-methylphenyl)sulfonyl]-7H-pyrrolo[2,3-d]pyrimidin-4-yl}amino)benzamide), C(=O)([O-])[O-].[K+].[K+] (K2CO3). Solvent: CO (methanol), O1CCCC1 (tetrahydrofuran). Reaction conditions: temperature 85 celsius, time 6 hour. Yields the product FC1=C(C(=O)N)C(=CC=C1)NC1=C2C(NC(=N1)NC1=C(C=C(C=C1)N1CCN(CC1)C(C)C)OC)=NC=C2 (2-fluoro-6-[(2-{[4-[4-(1-methylethyl)-1-piperazinyl]-2-(methyloxy)phenyl]amino}-1H-pyrrolo[2,3-d]pyrimidin-4-yl)amino]benzamide). Yield: 92.3%. RXN SMILES: [F:1][C:2]1[CH:10]=[CH:9][CH:8]=[C:7]([NH:11][C:12]2[C:13]3[CH:38]=[CH:37][N:36](S(C4C=CC(C)=CC=4)(=O)=O)[C:14]=3[N:15]=[C:16]([NH:18][C:19]3[CH:24]=[CH:23][C:22]([N:25]4[CH2:30][CH2:29][N:28]([CH:31]([CH3:33])[CH3:32])[CH2:27][CH2:26]4)=[CH:21][C:20]=3[O:34][CH3:35])[N:17]=2)[C:3]=1[C:4]([NH2:6])=[O:5].C([O-])([O-])=O.[K+].[K+]>CO.O1CCCC1>[F:1][C:2]1[CH:10]=[CH:9][CH:8]=[C:7]([NH:11][C:12]2[N:17]=[C:16]([NH:18][C:19]3[CH:24]=[CH:23][C:22]([N:25]4[CH2:26][CH2:27][N:28]([CH:31]([CH3:33])[CH3:32])[CH2:29][CH2:30]4)=[CH:21][C:20]=3[O:34][CH3:35])[NH:15][C:14]3=[N:36][CH:37]=[CH:38][C:13]=23)[C:3]=1[C:4]([NH2:6])=[O:5] |f:1.2.3|. Procedure: To a suspension of the 2-fluoro-6-({2-{[4-[4-(1-methylethyl)-1-piperazinyl]-2-(methyloxy)phenyl]amino}-7-[(4-methylphenyl)sulfonyl]-7H-pyrrolo[2,3-d]pyrimidin-4-yl}amino)benzamide (15.7 g, 23.4 mmol) in methanol (250 mL) and tetrahydrofuran (125 ml) was added K2CO3 (32.3g 234 mmol in 125 ml of water), The reaction mixture was stirred at 85° C. for 6 hours. The organic layer was subsequently washed with water and brine, dried over sodium sulfate, filtered, stripped onto celite, and purified by ch... Reactants: O (water), O (water), ClC1=CC(=C(C=C1[N+](=O)[O-])C=1C(N(C(=CN1)C(F)(F)F)C)=O)F (3-(4-chloro-2-fluoro-5-nitrophenyl)-1-methyl-6-trifluoromethyl-2-oxo-1,2-dihydropyrazine), ClC1=CC(=C(C=C1[N+](=O)[O-])C=1C(N(C(=CN1)C(F)(F)F)C)=O)F (3-(4-chloro-2-fluoro-5-nitrophenyl)-1-methyl-6-trifluoromethyl-2-oxo-1,2-dihydropyrazine). The reagents and catalysts are [Fe] (iron). Solvent: C(C)(=O)O (acetic acid), C(C)(=O)O (acetic acid). Conditions: time 3.5 hour. The product is NC=1C(=CC(=C(C1)C=1C(N(C(=CN1)C(F)(F)F)C)=O)F)Cl (3-(5-amino-4-chloro-2-fluorophenyl)-1-methyl-6-trifluoromethyl-2-oxo-1,2-dihydropyrazine). The yield is 44.8%. As a reaction SMILES: O.[Cl:2][C:3]1[C:8]([N+:9]([O-])=O)=[CH:7][C:6]([C:12]2[C:13](=[O:23])[N:14]([CH3:22])[C:15]([C:18]([F:21])([F:20])[F:19])=[CH:16][N:17]=2)=[C:5]([F:24])[CH:4]=1>C(O)(=O)C.[Fe]>[NH2:9][C:8]1[C:3]([Cl:2])=[CH:4][C:5]([F:24])=[C:6]([C:12]2[C:13](=[O:23])[N:14]([CH3:22])[C:15]([C:18]([F:21])([F:20])[F:19])=[CH:16][N:17]=2)[CH:7]=1. Procedure: Then, 0.37 g of iron powder was added to a mixture of 5.3 ml of acetic acid and 2.0 ml of water, to which a solution of 0.39 g of 3-(4-chloro-2-fluoro-5-nitrophenyl)-1-methyl-6-trifluoromethyl-2-oxo-1,2-dihydropyrazine (present compound 1-17) in 1.0 ml of acetic acid was slowly added dropwise, and the mixture was stirred at room temperature for 3.5 hours. After completion of the reaction, the reaction mixture was poured into water, followed by extraction with ethyl acetate. The organic layer was...